This data is from the Open Reaction Database (ORD), a public repository of structured organic reaction records. The task is: describe an organic reaction: reactants, conditions, products, and yield Reactants: C(C)(=O)OCCC1C(C=C(C=C1)C(CCCN1CCC(CC1)C(C1=CC=CC=C1)(C1=CC=CC=C1)O)=O)(C)C (4-[4-[4-(hydroxydiphenylmethyl)-1-piperidinyl]-1-oxobutyl]-2,2-dimethylphenethyl acetate), [OH-].[Na+] (sodium hydroxide). The solvent is CO (methanol). Conditions: temperature 68 celsius. Product: OC(C1CCN(CC1)CCCC(=O)C1=CC(C(CCO)C=C1)(C)C)(C1=CC=CC=C1)C1=CC=CC=C1 (4-[4-[4-(Hydroxydiphenylmethyl)-1-piperidinyl]-1-oxobutyl]-2,2-dimethylphenethyl alcohol). Reaction SMILES: C([O:4][CH2:5][CH2:6][CH:7]1[CH:12]=[CH:11][C:10]([C:13](=[O:37])[CH2:14][CH2:15][CH2:16][N:17]2[CH2:22][CH2:21][CH:20]([C:23]([OH:36])([C:30]3[CH:35]=[CH:34][CH:33]=[CH:32][CH:31]=3)[C:24]3[CH:29]=[CH:28][CH:27]=[CH:26][CH:25]=3)[CH2:19][CH2:18]2)=[CH:9][C:8]1([CH3:39])[CH3:38])(=O)C.[OH-].[Na+]>CO>[OH:36][C:23]([C:30]1[CH:35]=[CH:34][CH:33]=[CH:32][CH:31]=1)([C:24]1[CH:25]=[CH:26][CH:27]=[CH:28][CH:29]=1)[CH:20]1[CH2:21][CH2:22][N:17]([CH2:16][CH2:15][CH2:14][C:13]([C:10]2[CH:11]=[CH:12][CH:7]([CH2:6][CH2:5][OH:4])[C:8]([CH3:39])([CH3:38])[CH:9]=2)=[O:37])[CH2:18][CH2:19]1 |f:1.2|. Procedure details: Dissolve 4-[4-[4-(hydroxydiphenylmethyl)-1-piperidinyl]-1-oxobutyl]-2,2-dimethylphenethyl acetate (69.0 g, 0.131 mol) in methanol (2.5L) and add 10% aqueous sodium hydroxide (769 mL, 1.92 mol). Stir at reflux for 1.5 hours, cool to 68° C. and evaporate the solvent in vacuo to a residue (700 mL). Add chloroform (1L) and stir until solids are dissolved. Separate the organic phase and extract the aqueous phase with chloroform (3×300 mL). Combine the organic phases, dry (MgSO4) and evaporate the sol... Reactants: FC=1C(=CC2=C(NC(O2)=O)C1C)[N+](=O)[O-] (5-Fluoro-4-methyl-6-nitro-2-benzoxazolone), [H][H] (hydrogen). The reagents and catalysts are [Pd] (Pd). Solvent: C(C)O (ethanol). Yields the product NC1=CC2=C(NC(O2)=O)C(=C1F)C (6-Amino-5-fluoro-4-methyl-2-benzoxazolone). The yield is 67.2%. Reaction SMILES: [F:1][C:2]1[C:3]([N+:13]([O-])=O)=[CH:4][C:5]2[O:9][C:8](=[O:10])[NH:7][C:6]=2[C:11]=1[CH3:12].[H][H]>C(O)C.[Pd]>[NH2:13][C:3]1[C:2]([F:1])=[C:11]([CH3:12])[C:6]2[NH:7][C:8](=[O:10])[O:9][C:5]=2[CH:4]=1. Procedure: A mixture of 1.80 g (8.50 mmoles) of 5-fluoro-4-methyl-6-nitro-2-benzoxazolone (Example 1) and 180 mg of 5% Pd/c in ethanol was shaken in a Parr shaker under one atmosphere of hydrogen gas at room temperature for 8 hours. The reaction mixture was filtered through celite and the filtrate evaporated to solids. Crude product was recrystallized from methanol to yield 1.04 g of the title compound as pale brown solids: m.p. 209°-212° C. (dec). Reactants: CC(=O)OC(C)=O, O, Cc1c(C)c2ccc(O)c(C)c2oc1=O. Yields the product CC(=O)Oc1ccc2c(C)c(C)c(=O)oc2c1C. Reaction SMILES: [CH3:17][C:18](=[O:19])[O:20][C:21](=[O:22])[CH3:23].[OH2:16].[OH:1][c:2]1[cH:3][cH:4][c:5]2[c:6]([CH3:15])[c:7]([CH3:14])[c:8](=[O:13])[o:9][c:10]2[c:11]1[CH3:12]>>[O:1]([c:2]1[cH:3][cH:4][c:5]2[c:6]([CH3:15])[c:7]([CH3:14])[c:8](=[O:13])[o:9][c:10]2[c:11]1[CH3:12])[C:18]([CH3:17])=[O:19]. Reactants: CCO, CCCC1(OS(C)(=O)=O)CN(C(c2ccccc2)c2ccccc2)C1, N. The product is CCCC1(N)CN(C(c2ccccc2)c2ccccc2)C1. As a reaction SMILES: [CH3:27][CH2:28][OH:29].[CH:1]([c:2]1[cH:3][cH:4][cH:5][cH:6][cH:7]1)([c:8]1[cH:9][cH:10][cH:11][cH:12][cH:13]1)[N:14]1[CH2:15][C:16]([CH2:18][CH2:19][CH3:20])([O:21][S:22]([CH3:23])(=[O:24])=[O:25])[CH2:17]1.[NH3:26]>>[CH:1]([c:2]1[cH:3][cH:4][cH:5][cH:6][cH:7]1)([c:8]1[cH:9][cH:10][cH:11][cH:12][cH:13]1)[N:14]1[CH2:15][C:16]([CH2:18][CH2:19][CH3:20])([NH2:26])[CH2:17]1. Reactants: BrCC(=O)OCC (ethyl bromoacetate), C(=O)(OC(C)(C)C)N1CCC(CC1)=O (N-Boc-4-piperidinone), C([O-])(O)=O.[Na+] (sodium bicarbonate), II (Iodine), II (iodine). Reagents/catalysts: [Zn] (zinc). The solvent is C1CCOC1 (THF), C(C)(=O)OCC (ethyl acetate), C1CCOC1 (THF). The product is C(C)OC(CC1(CCN(CC1)C(=O)OC(C)(C)C)O)=O (tert-butyl 4-(2-ethoxy-2-oxoethyl)-4-hydroxypiperidine-1-carboxylate). Yield: 90.8%. As a reaction SMILES: II.Br[CH2:4][C:5]([O:7][CH2:8][CH3:9])=[O:6].[C:10]([N:17]1[CH2:22][CH2:21][C:20](=[O:23])[CH2:19][CH2:18]1)([O:12][C:13]([CH3:16])([CH3:15])[CH3:14])=[O:11].C(=O)(O)[O-].[Na+]>C1COCC1.[Zn].C(OCC)(=O)C>[CH2:8]([O:7][C:5](=[O:6])[CH2:4][C:20]1([OH:23])[CH2:19][CH2:18][N:17]([C:10]([O:12][C:13]([CH3:15])([CH3:14])[CH3:16])=[O:11])[CH2:22][CH2:21]1)[CH3:9] |f:3.4|. Procedure details: Iodine (12.7 g) was added to the suspension of zinc dust (20 g) in dry THF (200 ml) under nitrogen. An exothermic reaction takes place within 2 minutes and iodine disappeared in less the 10 minutes (a cold water bath is ready to cool the reaction down, but not used). To above mixture was then added by syringe a solution of mixture of ethyl bromoacetate (10.9 g) and N-Boc-4-piperidinone (10 g) in THF (50 ml) on the speed to maintain the reaction at gentle reflux. After stirring for 2 more hours, ... The reactants are FC1=C(C(=CC=C1F)[N+](=O)[O-])CC(C)=O (1-(2,3-difluoro-6-nitrophenyl)-propan-2-one), C(C1=CC=CC=C1)O (benzyl alcohol), O[Li].O (LiOH.H2O), Cl (HCl). The solvent is ClCCl (dichloromethane). Conditions: temperature 105 celsius, time 4 hour. Yields the product FC1=C2C=C(NC2=CC=C1O)C (4-Fluoro-2-methyl-1H-indol-5-ol). As a reaction SMILES: [F:1][C:2]1[C:7](F)=[CH:6][CH:5]=[C:4]([N+:9]([O-])=O)[C:3]=1[CH2:12][C:13](=O)[CH3:14].C([OH:23])C1C=CC=CC=1.O[Li].O.Cl>ClCCl>[F:1][C:2]1[C:7]([OH:23])=[CH:6][CH:5]=[C:4]2[C:3]=1[CH:12]=[C:13]([CH3:14])[NH:9]2 |f:2.3|. Reported procedure: To a solution of 1-(2,3-difluoro-6-nitrophenyl)-propan-2-one (2.5 g, 82% purity by HPLC analysis, 9.54 mmol) were added benzyl alcohol (2.5 mL) and LiOH.H2O (1.07 g, 25.58 mmol). The reaction mixture was then heated to 100-110° C. and stirred for 4 hours until HPLC analysis indicated complete reaction. After cooling to RT, the reaction mixture was diluted with dichloromethane (18 mL) and neutralized to pH 6-7 with 1 N HCl. The layers were separated and the organic phase was washed with brine and...